This data is from the Open Reaction Database (ORD), a public repository of structured organic reaction records. The task is: describe an organic reaction: reactants, conditions, products, and yield The reactants are C(C(=O)Cl)(=O)Cl (Oxalyl chloride), CC1N(CCCC1)C1=C(C=C(C(=O)O)C=C1)C(F)(F)F (4-(2-Methylpiperidin-1-yl)-3-(trifluoromethyl)benzoic acid), C(#N)C1=CC=C(C=C1)S(=O)(=O)N (4-cyanobenzene-1-sulfonamide), CCN(C(C)C)C(C)C (DIEA), 2006/013104 A1. Run in C(Cl)Cl (DCM), CN(C)C=O (DMF), C1CCOC1 (THF). Run at time 1 hour. The product is CC1N(CCCC1)C1=C(C=C(C=C1)C1=NC(=NO1)C1=CC=C(C=C1)S(=O)(=O)N)C(F)(F)F (4-{5-[4-(2-methylpiperidin-1-yl)-3-(trifluoromethyl)phenyl]-1,2,4-oxadiazol-3-yl}benzenesulfonamide). RXN SMILES: C(Cl)(=O)C(Cl)=O.[CH3:7][CH:8]1[CH2:13][CH2:12][CH2:11][CH2:10][N:9]1[C:14]1[CH:22]=[CH:21][C:17]([C:18](O)=[O:19])=[CH:16][C:15]=1[C:23]([F:26])([F:25])[F:24].[C:27]([C:29]1[CH:34]=[CH:33][C:32]([S:35]([NH2:38])(=[O:37])=[O:36])=[CH:31][CH:30]=1)#[N:28].CC[N:41](C(C)C)C(C)C>C(Cl)Cl.C1COCC1.CN(C=O)C>[CH3:7][CH:8]1[CH2:13][CH2:12][CH2:11][CH2:10][N:9]1[C:14]1[CH:22]=[CH:21][C:17]([C:18]2[O:19][N:41]=[C:27]([C:29]3[CH:30]=[CH:31][C:32]([S:35]([NH2:38])(=[O:37])=[O:36])=[CH:33][CH:34]=3)[N:28]=2)=[CH:16][C:15]=1[C:23]([F:26])([F:24])[F:25]. Procedure details: Oxalyl chloride (190 mg; 1.5 mmol) was added to a suspension of Intermediate 15 (144 mg; 0.5 mmol) and DMF (catalytic amount) in DCM (2 mL) and the reaction mixture was stirred at RT for 1 hour. After concentration to dryness, the residue was taken up in THF (2 mL) and added to a solution of 4-(aminosulfonyl)-N′-hydroxybenzenecarboximidamide, prepared as described in WO 2006/013104 A1 from 4-cyanobenzene-1-sulfonamide (ABCR; CD10716), (108 mg; 05 mmol, 1 eq.) and DIEA (194 mg; 1.5 mmol) in THF (... Reactants: Cl (hydrochloric acid), ClC1=CC=C(C=C1)C(=S)N (4chlorophenylthiocarboxamide), COC(CBr)OC (bromoacetaldehyde dimethyl acetal), Cl (hydrochloric acid). Run in C(C)O (ethanol). Yields the product ClC1=CC=C(C=C1)C=1SC=CN1 (2-(4-chlorophenyl)thiazole). Yield: 34.9%. As a reaction SMILES: [Cl:1][C:2]1[CH:7]=[CH:6][C:5]([C:8]([NH2:10])=[S:9])=[CH:4][CH:3]=1.CO[CH:13](OC)[CH2:14]Br.Cl>C(O)C>[Cl:1][C:2]1[CH:7]=[CH:6][C:5]([C:8]2[S:9][CH:13]=[CH:14][N:10]=2)=[CH:4][CH:3]=1. Reported procedure: A stirred mixture of 12.1 grams (0.0703 mole) of 4chlorophenylthiocarboxamide, 12.1 grams (0.0714 mole) of bromoacetaldehyde dimethyl acetal, and 2 ml of concentrated hydrochloric acid in 280 ml of ethanol was heated at reflux for approximately 18 hours. An additional 1 ml of concentrated hydrochloric acid was added, and the mixture was heated at reflux for two days. The reaction mixture was cooled, and the solvent was removed by evaporation under reduced pressure leaving a residue. This residue... The reactants are 11, [Si](C)(C)(C(C)(C)C)OS(=O)(=O)C(F)(F)F (TBSOTf), N1=C(C=CC=C1C)C (2,6-lutidine), CCCC[N+](CCCC)(CCCC)CCCC.[F-] (TBAF). Run in C(Cl)Cl (CH2Cl2), C1CCOC1 (THF). The product is CCCCCCCCCCCCN (amine 12). RXN SMILES: [Si](OS(C(F)(F)F)(=O)=O)([C:4]([CH3:7])([CH3:6])C)(C)C.[N:16]1[C:21](C)=[CH:20][CH:19]=[CH:18][C:17]=1[CH3:23].[CH3:24][CH2:25][CH2:26]C[N+](CCCC)(CCCC)CCCC.[F-]>C(Cl)Cl.C1COCC1>[CH3:24][CH2:25][CH2:26][CH2:6][CH2:4][CH2:7][CH2:23][CH2:17][CH2:18][CH2:19][CH2:20][CH2:21][NH2:16] |f:2.3|. Procedure details: Lactol 8 [for the synthesis of 8, see Prostaglandins 1983, 25(3), 311] is condensed with Ph3P+CH2OCH3 Cl− in THF in the presence of potassium t-butoxide to afford enol ether 9. Conversion of 9 to lactol 10 is effected using HCl in aqueous isopropanol. Reaction of 10 with Ph3P+(CH2)3CO2H Br− in THF in the presence of potassium t-butoxide, followed by isolation of the product olefin acid and esterification with isopropyl iodide in the acetone in presence of DBU, provides ester 11. Treatment of 11 ... Starting materials: Brc1ccccc1OC1CCNCC1, CCN=C=NCCCN(C)C, CCN(C(C)C)C(C)C, Cl, O=C(O)C(F)(F)F, CN(C)C=O, O, On1nnc2ccccc21, O=C(O)CNC(=O)c1cc(-c2ccccc2)[nH]n1. Product: O=C(NCC(=O)N1CCC(Oc2ccccc2Br)CC1)c1cc(-c2ccccc2)[nH]n1. RXN SMILES: [Br:57][c:58]1[c:59]([O:60][CH:61]2[CH2:62][CH2:63][NH:64][CH2:65][CH2:66]2)[cH:67][cH:68][cH:69][cH:70]1.[CH3:38][CH2:39][N:40]=[C:41]=[N:42][CH2:43][CH2:44][CH2:45][N:46]([CH3:47])[CH3:48].[CH:19]([N:20]([CH2:21][CH3:22])[CH:23]([CH3:24])[CH3:25])([CH3:26])[CH3:27].[ClH:49].[F:50][C:51]([F:52])([F:53])[C:54]([OH:55])=[O:56].[O:71]=[CH:72][N:73]([CH3:74])[CH3:75].[OH2:76].[OH:28][n:29]1[c:30]2[c:31]([cH:32][cH:33][cH:34][cH:35]2)[n:36][n:37]1.[c:1]1(-[c:7]2[cH:8][c:9]([C:12](=[O:13])[NH:14][CH2:15][C:16](=[O:17])[OH:18])[n:10][nH:11]2)[cH:2][cH:3][cH:4][cH:5][cH:6]1>>[c:1]1(-[c:7]2[cH:8][c:9]([C:12](=[O:13])[NH:14][CH2:15][C:16](=[O:18])[N:64]3[CH2:63][CH2:62][CH:61]([O:60][c:59]4[c:58]([Br:57])[cH:70][cH:69][cH:68][cH:67]4)[CH2:66][CH2:65]3)[n:10][nH:11]2)[cH:2][cH:3][cH:4][cH:5][cH:6]1. Reactants: CS(C)=O, [Cl-], CCOC(=O)C(C(=O)OCC)c1nccnc1Cl, [Na+], O. The product is CCOC(=O)Cc1nccnc1Cl. As a reaction SMILES: [CH3:19][S:20](=[O:21])[CH3:22].[Cl-:24].[Cl:1][c:2]1[c:3]([CH:8]([C:9](=[O:10])[O:11][CH2:12][CH3:13])[C:14]([O:15][CH2:16][CH3:17])=[O:18])[n:4][cH:5][cH:6][n:7]1.[Na+:23].[OH2:25]>>[Cl:1][c:2]1[c:3]([CH2:8][C:9](=[O:10])[O:11][CH2:12][CH3:13])[n:4][cH:5][cH:6][n:7]1.